Dataset: the Open Reaction Database (ORD), a public repository of structured organic reaction records. Task: describe an organic reaction: reactants, conditions, products, and yield Product: C(C=C)ON=C(CCC)C=1C(CC(CC1O)C1=C(C=C(C=C1C)C)C)=O (2-[1-(allyloxyimino)butyl]-3-hydroxy-5-mesitylcyclohex-2-en-1-one). Starting materials: Cl.C(C=C)ON (Allyloxyamine hydrochloride), [OH-].[Na+] (sodium hydroxide), C(CCC)(=O)C=1C(CC(CC1O)C1=C(C=C(C=C1C)C)C)=O (2-butyryl-3-hydroxy-5-mesitylcyclohex-2-en-1-one), C(C)O (ethanol), C(C)O (ethanol). Yield: 76.3%. Procedure details: Allyloxyamine hydrochloride (0.72 g) and then a solution of sodium hydroxide (0.25 g) in water (3 ml) were added to a stirred mixture of 2-butyryl-3-hydroxy-5-mesitylcyclohex-2-en-1-one (1.78 g; 5.9 mmole) and 95% ethanol. The progress of the reaction was monitored using thin layer chromatography on silica gel (eluant dichloromethane). On completion of the reaction the ethanol was removed by evaporation using a rotary evaporator and the residue was extracted with dichloromethane. The organic ext... The solvent is O (water). Reaction SMILES: Cl.[CH2:2]([O:5][NH2:6])[CH:3]=[CH2:4].[OH-].[Na+].[C:9]([C:14]1[C:15](=[O:30])[CH2:16][CH:17]([C:21]2[C:26]([CH3:27])=[CH:25][C:24]([CH3:28])=[CH:23][C:22]=2[CH3:29])[CH2:18][C:19]=1[OH:20])(=O)[CH2:10][CH2:11][CH3:12].C(O)C>O>[CH2:2]([O:5][N:6]=[C:9]([C:14]1[C:19](=[O:20])[CH2:18][CH:17]([C:21]2[C:22]([CH3:29])=[CH:23][C:24]([CH3:28])=[CH:25][C:26]=2[CH3:27])[CH2:16][C:15]=1[OH:30])[CH2:10][CH2:11][CH3:12])[CH:3]=[CH2:4] |f:0.1,2.3|. The reactants are COC(C(C(C)C)NC(C(CCC1=CC=CC=C1)NC(=O)OC1=CC=CC=C1)=O)=O (3-Methyl-2-(2-phenoxycarbonylamino-4-phenyl-butyrylamino)-butyric acid methyl ester), CCN(C(C)C)C(C)C (DIEA). Run in CN(C)C=O (DMF). Reaction conditions: time 8 hour. Yields the product COC(C(C(C)C)N1C(NC(C1=O)CCC1=CC=CC=C1)=O)=O (2,5-Dioxo-4-phenethyl-imidazolidin-1-yl-3-methyl-butyric acid methyl ester). Yield: 77.0%. Reaction SMILES: [CH3:1][O:2][C:3](=[O:30])[CH:4]([NH:8][C:9](=[O:29])[CH:10]([NH:19][C:20](OC1C=CC=CC=1)=[O:21])[CH2:11][CH2:12][C:13]1[CH:18]=[CH:17][CH:16]=[CH:15][CH:14]=1)[CH:5]([CH3:7])[CH3:6].CCN(C(C)C)C(C)C>CN(C=O)C>[CH3:1][O:2][C:3](=[O:30])[CH:4]([N:8]1[C:9](=[O:29])[CH:10]([CH2:11][CH2:12][C:13]2[CH:18]=[CH:17][CH:16]=[CH:15][CH:14]=2)[NH:19][C:20]1=[O:21])[CH:5]([CH3:7])[CH3:6]. Procedure: To a solution of the compound obtained in step c above (1140 mg) in DMF (14 mL) was added DIEA (0.6 mL, 3.30 mmol). After stirring overnight at room temperature, the solvent was removed. The residue was diluted with EtOAc and washed with water. The organic layer was dried and concentrated under reduced pressure. The residue was purified by silica gel column chromatography to afford the title compound as a colourless oil (672 mg, 77%). The reactants are N1=CC=CC=C1 (pyridine), [N+](=O)([O-])C=1C=C(N)C=C(C1)[N+](=O)[O-] (3,5-Dinitroaniline), C(CCCCCCCC)(=O)Cl (nonanoyl chloride). Solvent: ClC(C)Cl (dichloroethane). Conditions: time 2 hour. The product is [N+](=O)([O-])C=1C=C(C=C(C1)[N+](=O)[O-])NC(CCCCCCCC)=O (N-(3,5-Dinitrophenyl) nonanamide). RXN SMILES: [N+:1]([C:4]1[CH:5]=[C:6]([CH:8]=[C:9]([N+:11]([O-:13])=[O:12])[CH:10]=1)[NH2:7])([O-:3])=[O:2].N1C=CC=CC=1.[C:20](Cl)(=[O:29])[CH2:21][CH2:22][CH2:23][CH2:24][CH2:25][CH2:26][CH2:27][CH3:28]>ClC(Cl)C>[N+:1]([C:4]1[CH:5]=[C:6]([NH:7][C:20](=[O:29])[CH2:21][CH2:22][CH2:23][CH2:24][CH2:25][CH2:26][CH2:27][CH3:28])[CH:8]=[C:9]([N+:11]([O-:13])=[O:12])[CH:10]=1)([O-:3])=[O:2]. Reported procedure: 3,5-Dinitroaniline, 10.0 g (0.055 mole), is dissolved in 200 ml dichloroethane, containing 25 ml pyridine. The solution is stirred at room temperature while nonanoyl chloride, 10.3 g (0.058 mole), is added slowly. The solution is stirred for 2 hours. Excess pyridine is removed by washing the product with 4N hydrochloric acid. The product is obtained by crystallization at -20° C. and recrystallized from 95% ethanol. There is obtained N-(3,5-Dinitrophenyl) nonanamide (M.P. 72.5°-73.0° C.). Analysi... Reaction SMILES: [OH:1][CH:2]1[CH2:7][CH2:6][N:5]([CH2:8][CH2:9][CH2:10][C:11]([C:13]2[CH:18]=[CH:17][C:16]([C:19]([CH3:26])([CH3:25])[C:20]([O:22][CH2:23][CH3:24])=[O:21])=[CH:15][CH:14]=2)=[O:12])[CH2:4][CH2:3]1.[C:27](=[O:30])([O-:29])[O-].[Na+].[Na+].[C:33]1([CH:39](Br)[C:40]2[CH:45]=[CH:44][CH:43]=[CH:42][CH:41]=2)[CH:38]=[CH:37][CH:36]=[CH:35][CH:34]=1>C(C(C)=O)C(C)C>[C:20]([OH:22])(=[O:21])/[CH:19]=[CH:16]/[C:27]([OH:29])=[O:30].[C:33]1([CH:39]([C:40]2[CH:41]=[CH:42][CH:43]=[CH:44][CH:45]=2)[O:1][CH:2]2[CH2:7][CH2:6][N:5]([CH2:8][CH2:9][CH2:10][C:11]([C:13]3[CH:14]=[CH:15][C:16]([C:19]([CH3:25])([CH3:26])[C:20]([O:22][CH2:23][CH3:24])=[O:21])=[CH:17][CH:18]=3)=[O:12])[CH2:4][CH2:3]2)[CH:38]=[CH:37][CH:36]=[CH:35][CH:34]=1 |f:1.2.3,6.7|. The yield is 34.8%. The reactants are C1(=CC=CC=C1)C(C1=CC=CC=C1)Br (diphenylmethyl bromide), C1(=CC=CC=C1)C(C1=CC=CC=C1)Br (diphenylmethyl bromide), OC1CCN(CC1)CCCC(=O)C1=CC=C(C=C1)C(C(=O)OCC)(C)C (ethyl 4-[4-(4-hydroxypiperid-1-yl)butyroyl]α,α-dimethylphenylacetate), C([O-])([O-])=O.[Na+].[Na+] (sodium carbonate). Reported procedure: To a mixture of ethyl 4-[4-(4-hydroxypiperid-1-yl)butyroyl]α,α-dimethylphenylacetate (18 g; 0.05 moles) and sodium carbonate (10.6 g; 0.1 mol) in methyl isobutyl ketone (100 ml), a solution of diphenylmethyl bromide (12 g; 0.05 moles) in methyl isobutyl ketone (50 ml) was slowly added and the resulting mixture boiled under reflux for 12 hours. Then another solution of diphenylmethyl bromide (6 g; 0.025 moles) in methyl isobutyl ketone (15 ml) was added and the mixture boiled under reflux again f... The solvent is C(C(C)C)C(=O)C (methyl isobutyl ketone), C(C(C)C)C(=O)C (methyl isobutyl ketone), C(C(C)C)C(=O)C (methyl isobutyl ketone). Yields the product C(\C=C\C(=O)O)(=O)O.C1(=CC=CC=C1)C(OC1CCN(CC1)CCCC(=O)C1=CC=C(C=C1)C(C(=O)OCC)(C)C)C1=CC=CC=C1 (ethyl 4-[4-(4-diphenylmethoxypiperid-1-yl)butyroyl]α,α-dimethylphenylacetate fumarate). Reactants: O (water), C([O-])([O-])=O.[K+].[K+] (potassium carbonate), C(C)(C)(C)OC(=O)NC1CNCCC1 (3-tert-butoxycarbonylaminopiperidine), C(C)OC(=O)CN(C(OC1=CC=CC=C1)=NC#N)CC#CC (1-ethoxycarbonylmethyl-1-(but-2-ynyl)-3-cyano-2-phenyl-isourea), C(C)(C)(C)OC(=O)NC1CNCCC1 (3-tert-butoxycarbonylaminopiperidine), C([O-])([O-])=O.[K+].[K+] (potassium carbonate). The solvent is CN(C=O)C (dimethylformamide). Conditions: time 1 day. Yields the product C(C)(C)(C)OC(=O)NC1CN(CCC1)C(=NC#N)N(CC#CC)CC(=O)OCC (3-tert-butoxycarbonylamino-N-(ethoxycarbonylmethyl)-N-(but-2-ynyl)-N′-cyanopiperidin-1-carboxamidine). Reaction SMILES: [CH2:1]([O:3][C:4]([CH2:6][N:7]([CH2:19][C:20]#[C:21][CH3:22])[C:8](=[N:16][C:17]#[N:18])OC1C=CC=CC=1)=[O:5])[CH3:2].[C:23]([O:27][C:28]([NH:30][CH:31]1[CH2:36][CH2:35][CH2:34][NH:33][CH2:32]1)=[O:29])([CH3:26])([CH3:25])[CH3:24].C(=O)([O-])[O-].[K+].[K+].O>CN(C)C=O>[C:23]([O:27][C:28]([NH:30][CH:31]1[CH2:36][CH2:35][CH2:34][N:33]([C:8]([N:7]([CH2:6][C:4]([O:3][CH2:1][CH3:2])=[O:5])[CH2:19][C:20]#[C:21][CH3:22])=[N:16][C:17]#[N:18])[CH2:32]1)=[O:29])([CH3:26])([CH3:24])[CH3:25] |f:2.3.4|. Procedure details: 10.0 g 1-ethoxycarbonylmethyl-1-(but-2-ynyl)-3-cyano-2-phenyl-isourea are added to a mixture of 10.0 g 3-tert-butoxycarbonylaminopiperidine and 4.8 g potassium carbonate in 50 ml of dimethylformamide. The reaction mixture is stirred for 1 d at ambient temperature and then a further 1.6 g potassium carbonate and 3.0 g 3-tert-butoxycarbonylaminopiperidine are added. After another 3 d at ambient temperature water is added and the mixture is extracted with ethyl acetate. The organic extracts are dri... As a reaction SMILES: [C:1]([O:2][OH:4])(=[O:3])[CH3:5].[CH2:6]([c:7]1[cH:8][cH:9][cH:10][cH:11][cH:12]1)[O:13][c:14]1[cH:15][c:16]2[c:17]3[c:18]([cH:19][n:20][c:21]2[cH:22][cH:23]1)[n:24][c:25]([CH2:32][O:33][CH2:34][CH3:35])[n:26]3[CH2:27][C:28]([CH3:29])([OH:30])[CH3:31].[CH3:36][CH2:37][O:38][C:39](=[O:40])[CH3:41]>>[O-:3][n+:20]1[cH:19][c:18]2[c:17]([c:16]3[cH:15][c:14]([O:13][CH2:6][c:7]4[cH:8][cH:9][cH:10][cH:11][cH:12]4)[cH:23][cH:22][c:21]31)[n:26]([CH2:27][C:28]([CH3:29])([OH:30])[CH3:31])[c:25]([CH2:32][O:33][CH2:34][CH3:35])[n:24]2. Reactants: CC(=O)OO, CCOCc1nc2cnc3ccc(OCc4ccccc4)cc3c2n1CC(C)(C)O, CCOC(C)=O. The product is CCOCc1nc2c[n+]([O-])c3ccc(OCc4ccccc4)cc3c2n1CC(C)(C)O. The reactants are CC(=O)O[BH-](OC(C)=O)OC(C)=O, O=C([O-])O, CC(=O)O, C1CCNC1, CO, Nc1nccc(-c2cccnc2Oc2ccc(Nc3nnc(-c4ccc(C=O)cc4)c4ccccc34)cc2)n1, [Na+], [Na+]. The product is Nc1nccc(-c2cccnc2Oc2ccc(Nc3nnc(-c4ccc(CN5CCCC5)cc4)c4ccccc34)cc2)n1. As a reaction SMILES: [C:45]([O:46][BH-:47]([O:48][C:49](=[O:50])[CH3:51])[O:52][C:53](=[O:54])[CH3:55])(=[O:56])[CH3:57].[C:59](=[O:60])([OH:61])[O-:62].[C:64]([OH:65])(=[O:66])[CH3:67].[CH2:40]1[CH2:41][CH2:42][NH:43][CH2:44]1.[CH3:68][OH:69].[NH2:1][c:2]1[n:3][cH:4][cH:5][c:6](-[c:8]2[c:9]([O:14][c:15]3[cH:16][cH:17][c:18]([NH:21][c:22]4[n:23][n:24][c:25](-[c:32]5[cH:33][cH:34][c:35]([CH:36]=[O:37])[cH:38][cH:39]5)[c:26]5[cH:27][cH:28][cH:29][cH:30][c:31]45)[cH:19][cH:20]3)[n:10][cH:11][cH:12][cH:13]2)[n:7]1.[Na+:58].[Na+:63]>>[NH2:1][c:2]1[n:3][cH:4][cH:5][c:6](-[c:8]2[c:9]([O:14][c:15]3[cH:16][cH:17][c:18]([NH:21][c:22]4[n:23][n:24][c:25](-[c:32]5[cH:33][cH:34][c:35]([CH2:36][N:43]6[CH2:42][CH2:41][CH2:40][CH2:44]6)[cH:38][cH:39]5)[c:26]5[cH:27][cH:28][cH:29][cH:30][c:31]45)[cH:19][cH:20]3)[n:10][cH:11][cH:12][cH:13]2)[n:7]1.